Dataset: the Open Reaction Database (ORD), a public repository of structured organic reaction records. Task: describe an organic reaction: reactants, conditions, products, and yield Reported procedure: According to U.S. Pat. No. 5,399,578, the process for the preparation of Valsartan (I) involves the reaction of 4′-bromomethyl-2-cyanobiphenyl (II) with sodium acetate and glacial acetic acid to produce 2′-cyano-4-hydroxymethylbiphenyl (III), which is reacted with oxalyl chloride in dichloromethane and dimethyl sulfoxide to produce 2′-cyano-4-formylbiphenyl (IV), which is further reacted with (L)-valine methyl ester hydrochloride (V) and sodium cyanoborohydride to produce N-[(2′-cyanobiphenyl-4-... Run in C(C)(=O)O (acetic acid). Reactants: BrCC1=CC=C(C=C1)C1=C(C=CC=C1)C#N (4′-bromomethyl-2-cyanobiphenyl), C(C)(=O)[O-].[Na+] (sodium acetate), CCCCC(=O)N(CC=1C=CC(=CC1)C=2C=CC=CC2C=3NN=NN3)[C@@H](C(C)C)C(=O)O (Valsartan). Product: C(#N)C1=C(C=CC=C1)C1=CC=C(C=C1)CO (2′-cyano-4-hydroxymethylbiphenyl). Reaction SMILES: CCCCC(N([C@H](C(O)=O)C(C)C)[CH2:8][C:9]1[CH:10]=[CH:11][C:12]([C:15]2[CH:16]=[CH:17][CH:18]=[CH:19][C:20]=2[C:21]2[NH:22]N=NN=2)=[CH:13][CH:14]=1)=O.BrCC1C=CC(C2C=CC=CC=2C#N)=CC=1.C([O-])(=[O:51])C.[Na+]>C(O)(=O)C>[C:21]([C:20]1[CH:19]=[CH:18][CH:17]=[CH:16][C:15]=1[C:12]1[CH:11]=[CH:10][C:9]([CH2:8][OH:51])=[CH:14][CH:13]=1)#[N:22] |f:2.3|. The reactants are Cl (HCl), C(C)OC(C1=C(C=C(C=C1)Br)C(C1=CC(=CC(=C1)OC)F)=O)=O (4-Bromo-2-(3-fluoro-5-methoxy-benzoyl)-benzoic acid ethyl ester), solution, [Li+].[OH-] (LiOH), O (water). The solvent is O1CCCC1 (tetrahydrofuran). Conditions: time 2 hour. Yields the product BrC1=CC(=C(C(=O)O)C=C1)C(C1=CC(=CC(=C1)OC)F)=O (4-Bromo-2-(3-fluoro-5-methoxy-benzoyl)-benzoic acid). RXN SMILES: C([O:3][C:4](=[O:23])[C:5]1[CH:10]=[CH:9][C:8]([Br:11])=[CH:7][C:6]=1[C:12](=[O:22])[C:13]1[CH:18]=[C:17]([O:19][CH3:20])[CH:16]=[C:15]([F:21])[CH:14]=1)C.[Li+].[OH-].O.Cl>O1CCCC1>[Br:11][C:8]1[CH:9]=[CH:10][C:5]([C:4]([OH:23])=[O:3])=[C:6]([C:12](=[O:22])[C:13]2[CH:18]=[C:17]([O:19][CH3:20])[CH:16]=[C:15]([F:21])[CH:14]=2)[CH:7]=1 |f:1.2|. Procedure details: To a solution of 4-Bromo-2-(3-fluoro-5-methoxy-benzoyl)-benzoic acid ethyl ester (165 mg; 0.43 mmol) in 900 μl tetrahydrofuran is added a 1 M solution of LiOH in water (866 μl; 0.87 mmol). It is stirred at ambient temperature for 2 hours. The reaction mixture is acidified with 1 N HCl and washed with methylene dichloride several times. The organic layers are pooled, dried over MgSO4 and evaporated to dryness. Reactants: P(=O)(Cl)(Cl)Cl (Phosphoryl chloride), FC1=CC=C2C=CN(C2=C1)C (6-fluoro-1-methylindole), CN(C)C=O (DMF), Ice water, [OH-].[Na+] (NaOH), CN(C)C=O (DMF). Reaction conditions: time 20 minute. The product is FC1=CC=C2C(=CN(C2=C1)C)C=O (6-fluoro-1-methylindole-3-carbaldehyde). Isolated yield 52.0%. RXN SMILES: P(Cl)(Cl)(Cl)=O.[F:6][C:7]1[CH:15]=[C:14]2[C:10]([CH:11]=[CH:12][N:13]2[CH3:16])=[CH:9][CH:8]=1.[OH-].[Na+].CN([CH:22]=[O:23])C>>[F:6][C:7]1[CH:15]=[C:14]2[C:10]([C:11]([CH:22]=[O:23])=[CH:12][N:13]2[CH3:16])=[CH:9][CH:8]=1 |f:2.3|. Procedure: Phosphoryl chloride (5.87 ml, 63.0 mmol) was added in portions while stirring DMF (45 ml) at 0° C. After stirring at the same temperature for 20 minutes, the reaction mixture was added with a solution of 6-fluoro-1-methylindole (6.71 g, 45.0 mmol) in DMF (45 ml) at 0° C. The reaction mixture was stirred for further 0.5 hour. Ice water and 1N NaOH were added to the reaction mixture to neutralize the same, followed by extraction with ethyl acetate. The extract was washed with saturated brine, drie... The reactants are C(C=C)C1=C(C=CC=C1)O (2-Allylphenol), N1=CC=CC=C1 (pyridine), ClC(=O)OCCCCCC1=NOC(O1)=O (5-(chloroformyloxypentyl)-1,3,4-dioxazol-2-one). Solvent: O1CCOCC1 (1,4-dioxane), O1CCOCC1 (1,4-dioxane), C(Cl)(Cl)Cl (chloroform). The product is C(C=C)C1=C(C=CC=C1)C(CCCCC1=NOC(O1)=O)OC=O (5-[(o-allylphenyl)-formyloxypentyl]-1,3,4-dioxazol-2-one). Isolated yield 69.4%. As a reaction SMILES: [CH2:1]([C:4]1[CH:9]=[CH:8][CH:7]=[CH:6][C:5]=1O)[CH:2]=[CH2:3].N1C=CC=CC=1.Cl[C:18]([O:20][CH2:21][CH2:22][CH2:23][CH2:24][CH2:25][C:26]1[O:30][C:29](=[O:31])[O:28][N:27]=1)=[O:19]>O1CCOCC1.C(Cl)(Cl)Cl>[CH2:1]([C:4]1[CH:9]=[CH:8][CH:7]=[CH:6][C:5]=1[CH:21]([O:20][CH:18]=[O:19])[CH2:22][CH2:23][CH2:24][CH2:25][C:26]1[O:30][C:29](=[O:31])[O:28][N:27]=1)[CH:2]=[CH2:3]. Reported procedure: 2-Allylphenol (4.70g = 0.035 moles) and 2.76g (0.035 moles) pyridine dissolved in 11 ml 1,4-dioxane are added over a 1 hour period to a well stirred solution of 8.25g (0.035 moles) 5-(chloroformyloxypentyl)-1,3,4-dioxazol-2-one in 25 ml 1,4-dioxane at 40° C. Stirring is continued at 53° C for 11/2 hours. The product is then dissolved in 150 ml chloroform, washed 3 times with ice water, dried over Drierite and evaporated under vacuum. The residue, 11.67g of yellow liquid is analyzed by IR and NMR... Product: OC1=CC=C(C=C1)[N+](=O)[O-] (1-hydroxy-4-nitrobenzene). Reaction conditions: temperature 40 celsius. Procedure: To a mixture of 5.32 g (40 mmol) of aluminium chloride and 1.52 g (20 mmol) of thiourea 1.53 g (10 mmol) of 1-methoxy-4-nitrobenzene is added. The reaction mixture is heated to 40° C. and maintained at this temperature of 2 hours, then cooled to room temperature and 20 ml of 5 wt % hydrochloric acid is added. The precipitated product is filtered, washed and dried giving 1.13 g (81.2%) of 1-hydroxy-4-nitrobenzene. As a reaction SMILES: [Cl-].[Al+3].[Cl-].[Cl-].NC(N)=S.C[O:10][C:11]1[CH:16]=[CH:15][C:14]([N+:17]([O-:19])=[O:18])=[CH:13][CH:12]=1.Cl>>[OH:10][C:11]1[CH:16]=[CH:15][C:14]([N+:17]([O-:19])=[O:18])=[CH:13][CH:12]=1 |f:0.1.2.3|. Isolated yield 81.2%. The reactants are [Cl-].[Al+3].[Cl-].[Cl-] (aluminium chloride), NC(=S)N (thiourea), COC1=CC=C(C=C1)[N+](=O)[O-] (1-methoxy-4-nitrobenzene), Cl (hydrochloric acid).